From a dataset of the Open Reaction Database (ORD), a public repository of structured organic reaction records. describe an organic reaction: reactants, conditions, products, and yield RXN SMILES: C(=O)([O-])[O-].[K+:5].[K+].[C:7]([OH:15])(=[O:14])[C@H:8]([CH2:10][C:11]([OH:13])=[O:12])[OH:9]>>[C:7]([O-:15])(=[O:14])[C@H:8]([CH2:10][C:11]([O-:13])=[O:12])[OH:9].[K+:5].[K+:5] |f:0.1.2,4.5.6|. Procedure: 46.2 g (0.334 mole) of potassium carbonate are dissolved in 500 ml of an aqueous L-malic acid solution[L-malic acid content: 75.9 g (0.566 mole)/500 ml]. The solution (pH 4.4) is concentrated at 60° C. under reduced pressure to make the total weight thereof about 170 g. The concentrated solution is cooled to 10° C., and the mixture obtained (i.e., the mixture of the concentrated solution and crystals precipitated) is stirred at the same temperature for 2 hours. After stirring, the mixture had a ... Starting materials: C([O-])([O-])=O.[K+].[K+] (potassium carbonate), C([C@@H](O)CC(=O)O)(=O)O (L-malic acid). Isolated yield 230.4%. Yields the product C([C@@H](O)CC(=O)[O-])(=O)[O-].[K+].[K+] (monopotassium potassium L-malate). Reaction conditions: temperature 10 celsius, time 2 hour. The reactants are C(C)NCC (Diethyl-amine), IC=1C=NNC1 (4-Iodo-1H-pyrazole), C[Si](C)(C)C#C (trimethylsilyl acetylene). The reagents and catalysts are [Pd](Cl)Cl.C1(=CC=CC=C1)P(C1=CC=CC=C1)C1=CC=CC=C1.C1(=CC=CC=C1)P(C1=CC=CC=C1)C1=CC=CC=C1 (bis-(triphenylphosphine) palladium (II) chloride), [Cu](I)I (copper iodide). Solvent: C1CCOC1 (THF). Conditions: time 3 hour. Yields the product C[Si](C)(C)C#CC=1C=NNC1 (4-Trimethylsilanylethynyl-1H-pyrazole), 165.07. As a reaction SMILES: I[C:2]1[CH:3]=[N:4][NH:5][CH:6]=1.[CH3:7][Si:8]([C:11]#[CH:12])([CH3:10])[CH3:9].C(NCC)C>C1COCC1.[Pd](Cl)Cl.C1(P(C2C=CC=CC=2)C2C=CC=CC=2)C=CC=CC=1.C1(P(C2C=CC=CC=2)C2C=CC=CC=2)C=CC=CC=1.[Cu](I)I>[CH3:7][Si:8]([C:11]#[C:12][C:2]1[CH:3]=[N:4][NH:5][CH:6]=1)([CH3:10])[CH3:9] |f:4.5.6|. Procedure: 4-Iodo-1H-pyrazole (20.0 g, 103 mmol) is dissolved in anhydrous THF (150 ml) and trimethylsilyl acetylene (72.8 ml, 515 mmol) is added under an inert atmosphere. Diethyl-amine (150 ml), bis-(triphenylphosphine) palladium (II) chloride (10.8 g, 15 mmol) and copper iodide (2.9 g, 15 mmol) are added and the reaction mixture is left to stir at room temperature for 3 hours. The solvent is removed under reduced pressure. The residue is dissolved in diethyl ether and the insoluble impurities are filter... The reactants are C[Si](C)(C)C#C ((trimethylsilyl)acetylene), C(C)(C)[Li] (Isopropyllithium), FC(CC[Si](Cl)(Cl)Cl)(C(C(C(C(C(C(C(F)(F)F)(F)F)(F)F)(F)F)(F)F)(F)F)(F)F)F (3,3,4,4,5,5,6,6,7,7,8,8,9,9,10,10,10-heptadecafluorodecyltrichlorosilane), [Cl-].[NH4+] (ammonium chloride), C(CCC)[Li] (n-butyllithium). The solvent is CCCCCC (hexane), C1CCOC1 (THF), C1CCOC1 (THF), CCCCCC (hexane). Run at time 1 hour. The product is FC(CC[Si](C(C)C)(C(C)C)C#C)(C(C(C(C(C(C(C(F)(F)F)(F)F)(F)F)(F)F)(F)F)(F)F)(F)F)F ((3,3,4,4,5,5,6,6,7,7,8,8,9,9,10,10,10-heptadecafluorodecyldiisopropylsilyl)acetylene). Isolated yield 40.0%. Reaction SMILES: [F:1][C:2]([F:31])([C:9]([F:30])([F:29])[C:10]([F:28])([F:27])[C:11]([F:26])([F:25])[C:12]([F:24])([F:23])[C:13]([F:22])([F:21])[C:14]([F:20])([F:19])[C:15]([F:18])([F:17])[F:16])[CH2:3][CH2:4][Si:5](Cl)(Cl)Cl.C[Si]([C:36]#[CH:37])(C)C.C([Li])[CH2:39][CH2:40][CH3:41].[CH:43]([Li])([CH3:45])[CH3:44].[Cl-].[NH4+]>C1COCC1.CCCCCC>[F:1][C:2]([F:31])([C:9]([F:30])([F:29])[C:10]([F:28])([F:27])[C:11]([F:26])([F:25])[C:12]([F:24])([F:23])[C:13]([F:22])([F:21])[C:14]([F:20])([F:19])[C:15]([F:18])([F:17])[F:16])[CH2:3][CH2:4][Si:5]([C:36]#[CH:37])([CH:43]([CH3:45])[CH3:44])[CH:40]([CH3:41])[CH3:39] |f:4.5|. Procedure details: In an oven-dried 250-mL round bottom flask, 3,3,4,4,5,5,6,6,7,7,8,8,9,9,10,10,10-heptadecafluorodecyltrichlorosilane (8.7 g, 15 mmol) was dissolved in anhydrous THF (10 mL). In a separate oven-dried 100-mL round bottom flask, (trimethylsilyl)acetylene (1.7 g, 18 mmol) was dissolved in anhydrous THF (15 mL) and cooled in an ice bath, followed by the dropwise addition of n-butyllithium (6.0 mL, 15 mmol, 2.5 M in hexane). This second solution was stirred for 1 hr, then added to the first solution d...